From a dataset of the Open Reaction Database (ORD), a public repository of structured organic reaction records. describe an organic reaction: reactants, conditions, products, and yield The reactants are C1CCOC1, Cl, COC(=O)c1sc2ncnc(Nc3ccc(F)cc3OC3CCNCC3)c2c1C, [Li+], [OH-], O, O. Yields the product Cc1c(C(=O)O)sc2ncnc(Nc3ccc(F)cc3OC3CCNCC3)c12. Reaction SMILES: [CH2:35]1[O:36][CH2:37][CH2:38][CH2:39]1.[ClH:33].[F:4][c:5]1[cH:6][c:7]([O:26][CH:27]2[CH2:28][CH2:29][NH:30][CH2:31][CH2:32]2)[c:8]([NH:11][c:12]2[c:13]3[c:14]([n:15][cH:16][n:17]2)[s:18][c:19]([C:22](=[O:23])[O:24][CH3:25])[c:20]3[CH3:21])[cH:9][cH:10]1.[Li+:3].[OH-:2].[OH2:1].[OH2:34]>>[F:4][c:5]1[cH:6][c:7]([O:26][CH:27]2[CH2:28][CH2:29][NH:30][CH2:31][CH2:32]2)[c:8]([NH:11][c:12]2[c:13]3[c:14]([n:15][cH:16][n:17]2)[s:18][c:19]([C:22](=[O:23])[OH:24])[c:20]3[CH3:21])[cH:9][cH:10]1. Reactants: CCOC(=O)C(C)c1ccc(OC)c(-c2ccc(C(F)(F)F)cc2CN2C(=O)OC(c3ccccc3)C2C)c1, CO, [Li+], [OH-]. Product: COc1ccc(C(C)C(=O)O)cc1-c1ccc(C(F)(F)F)cc1CN1C(=O)OC(c2ccccc2)C1C. Reaction SMILES: [CH2:1]([CH3:2])[O:3][C:4]([CH:5]([CH3:6])[c:7]1[cH:8][c:9](-[c:15]2[c:16]([CH2:25][N:26]3[C:27](=[O:38])[O:28][CH:29]([c:32]4[cH:33][cH:34][cH:35][cH:36][cH:37]4)[CH:30]3[CH3:31])[cH:17][c:18]([C:21]([F:22])([F:23])[F:24])[cH:19][cH:20]2)[c:10]([O:13][CH3:14])[cH:11][cH:12]1)=[O:39].[CH3:42][OH:43].[Li+:40].[OH-:41]>>[O:3]=[C:4]([CH:5]([CH3:6])[c:7]1[cH:8][c:9](-[c:15]2[c:16]([CH2:25][N:26]3[C:27](=[O:38])[O:28][CH:29]([c:32]4[cH:33][cH:34][cH:35][cH:36][cH:37]4)[CH:30]3[CH3:31])[cH:17][c:18]([C:21]([F:22])([F:23])[F:24])[cH:19][cH:20]2)[c:10]([O:13][CH3:14])[cH:11][cH:12]1)[OH:39].